From a dataset of the Open Reaction Database (ORD), a public repository of structured organic reaction records. describe an organic reaction: reactants, conditions, products, and yield The reactants are BrC=1C=C2C(C3=C(C(=NC(=C3)Cl)F)OC2=CC1)=O (7-bromo-3-chloro-1-fluoro-5H-chromeno[2,3-c]pyridin-5-one), C[Mg]Cl (methylmagnesium chloride), C[Mg]Cl (methylmagnesium chloride). Solvent: C1CCOC1 (THF), O1CCCC1 (tetrahydrofuran), C1CCOC1 (THF). The product is BrC=1C=C2C(C3=C(C(=NC(=C3)Cl)F)OC2=CC1)=C (7-bromo-3-chloro-1-fluoro-5-methylene-5H-chromeno[2,3-c]pyridine). RXN SMILES: [Br:1][C:2]1[CH:3]=[C:4]2[C:15](=[CH:16][CH:17]=1)[O:14][C:7]1[C:8]([F:13])=[N:9][C:10]([Cl:12])=[CH:11][C:6]=1[C:5]2=O.[CH3:19][Mg]Cl>C1COCC1>[Br:1][C:2]1[CH:3]=[C:4]2[C:15](=[CH:16][CH:17]=1)[O:14][C:7]1[C:8]([F:13])=[N:9][C:10]([Cl:12])=[CH:11][C:6]=1[C:5]2=[CH2:19]. Procedure: To a solution of 7-bromo-3-chloro-1-fluoro-5H-chromeno[2,3-c]pyridin-5-one (50 mg, 0.152 mmol) in 5 mL of dry THF at −78 C was added methylmagnesium chloride, 3.0 m solution in tetrahydrofuran (16.87 μL, 0.228 mmol) (0.07 mL) and the reaction was slowly warmed up to −30 C. Only half of conversion was detected. To this was added another batch of methylmagnesium chloride, 3.0 m solution in THF (16.87 μL, 0.228 mmol) (0.07 mL). The reaction was quenched at −30 C with sat. NH4Cl, extracted with EA, ... Reactants: BrC1=C(C=O)C(=CC=C1)F (2-bromo-6-fluorobenzaldehyde), SCC(=O)O (mercaptoacetic acid), [OH-].[K+] (KOH), CN(C=O)C (dimethylformamide). Conditions: temperature 138 celsius, time 1.5 hour. Product: BrC=1C=CC2=C(SC(=C2)C(=O)O)C1 (6-Bromo-benzo[b]thiophene-2-carboxylic acid). Isolated yield 76.0%. As a reaction SMILES: [Br:1][C:2]1[CH:9]=[CH:8][CH:7]=[C:6](F)[C:3]=1C=O.[SH:11][CH2:12][C:13](O)=O.[OH-:16].[K+].CN(C)[CH:20]=[O:21]>>[Br:1][C:2]1[CH:3]=[CH:6][C:7]2[CH:8]=[C:9]([C:20]([OH:21])=[O:16])[S:11][C:12]=2[CH:13]=1 |f:2.3|. Procedure details: A stirred solution of 2-bromo-6-fluorobenzaldehyde (2.3 Kg, 11.33 moles) and mercaptoacetic acid (1.04 Kg, 11.33 mole) is added to a solution of KOH (951 g, 16.99 mol) in dimethylformamide (11.0 L) at room temperature. The reaction mixture is stirred for 1.5 h at 136 to 140° C. Upon completion of the reaction, the reaction mixture is cooled to 10° C. and quenched with concentrated HCl (2.5 L). The mixture is stirred for 1 h at 10° C. and the resulting solid is filtered. The filtered cake is wash...